The task is: describe an organic reaction: reactants, conditions, products, and yield. This data is from the Open Reaction Database (ORD), a public repository of structured organic reaction records. Yield: 21.4%. Reagents/catalysts: [Ti] (titanium). Solvent: O1CCCC1 (tetrahydrofuran). Product: C(CCCCC)OC(=O)C=1C=C(C=CC1)C=1C(C(=CN(C1)C)N1N=CC=C1)=O (5-(3-n-hexyloxycarbonylphenyl)-1-methyl-3-(pyrazol-1-yl)-4-pyridone). Procedure: 5 g (0.016 mole) of 5-(3-methoxycarbonylphenyl)-1-methyl-3-(pyrazol-1-yl)-4-pyridone and 16.32 g (0.16 mole) of n-hexanol are extracted under reflux together with 3.64 g (0.016 mole) of titanium tetraethylate in 50 ml of absolute tetrahydrofuran for 12 hours over a Soxhlet extractor filled with 4 Å zeolite. The reaction mixture is concentrated to dryness, the residue is taken up in water and the mixture is extracted three times with methylene chloride; the combined organic phases are dried over ... Starting materials: COC(=O)C=1C=C(C=CC1)C=1C(C(=CN(C1)C)N1N=CC=C1)=O (5-(3-methoxycarbonylphenyl)-1-methyl-3-(pyrazol-1-yl)-4-pyridone), C(CCCCC)O (n-hexanol), zeolite. RXN SMILES: [CH3:1][O:2][C:3]([C:5]1[CH:6]=[C:7]([C:11]2[C:12](=[O:23])[C:13]([N:18]3[CH:22]=[CH:21][CH:20]=[N:19]3)=[CH:14][N:15]([CH3:17])[CH:16]=2)[CH:8]=[CH:9][CH:10]=1)=[O:4].[CH2:24](O)[CH2:25][CH2:26][CH2:27][CH2:28]C>O1CCCC1.[Ti]>[CH2:1]([O:2][C:3]([C:5]1[CH:6]=[C:7]([C:11]2[C:12](=[O:23])[C:13]([N:18]3[CH:22]=[CH:21][CH:20]=[N:19]3)=[CH:14][N:15]([CH3:17])[CH:16]=2)[CH:8]=[CH:9][CH:10]=1)=[O:4])[CH2:24][CH2:25][CH2:26][CH2:27][CH3:28].